Dataset: the Open Reaction Database (ORD), a public repository of structured organic reaction records. Task: describe an organic reaction: reactants, conditions, products, and yield The reactants are BrC1=C(C=C(C#N)C=C1)C(F)(F)F (4-bromo-3-(trifluoromethyl)benzonitrile), C1(=CCCCC1)B(O)O (1-cyclohexen-1-ylboronic acid), C[O-].[Na+] (sodium methoxide). Reagents/catalysts: Cl[Pd]([P](C1=CC=CC=C1)(C2=CC=CC=C2)C3=CC=CC=C3)([P](C4=CC=CC=C4)(C5=CC=CC=C5)C6=CC=CC=C6)Cl (bis(triphenylphosphine)palladium(II) chloride). Run in CO (methanol). Reaction conditions: temperature 80 celsius. Yields the product C1(=CCCCC1)C1=C(C=C(C(=O)N)C=C1)C(F)(F)F (4-(1-Cyclohexen-1-yl)-3-(trifluoromethyl)benzamide). Yield: 78.9%. RXN SMILES: Br[C:2]1[CH:9]=[CH:8][C:5]([C:6]#[N:7])=[CH:4][C:3]=1[C:10]([F:13])([F:12])[F:11].[C:14]1(B(O)O)[CH2:19][CH2:18][CH2:17][CH2:16][CH:15]=1.C[O-:24].[Na+]>Cl[Pd](Cl)([P](C1C=CC=CC=1)(C1C=CC=CC=1)C1C=CC=CC=1)[P](C1C=CC=CC=1)(C1C=CC=CC=1)C1C=CC=CC=1.CO>[C:14]1([C:2]2[CH:9]=[CH:8][C:5]([C:6]([NH2:7])=[O:24])=[CH:4][C:3]=2[C:10]([F:13])([F:12])[F:11])[CH2:19][CH2:18][CH2:17][CH2:16][CH:15]=1 |f:2.3,^1:28,47|. Procedure: 4-bromo-3-(trifluoromethyl)benzonitrile (commercial) (1.2 g, 4.80 mmol), 1-cyclohexen-1-ylboronic acid (0.907 g, 7.20 mmol), sodium methoxide (0.778 g, 14.40 mmol) and bis(triphenylphosphine)palladium(II) chloride (0.337 g, 0.480 mmol) were added to dry methanol (12 mL) and the mixture heated in the microwave at 80° C. for 10 minutes. The reaction mixture was partitioned between ethyl acetate (40 mL) and water (40 mL) and then the organic phase washed with further water (40 mL). The organic phas... The solvent is O (water). The yield is 94.7%. Product: CC1([C@@H](NC(S1)C1=CC=CC=C1)C(=O)O)C ((4S)-5,5-Dimethyl-2-phenyl-4-thiazolidinecarboxylic acid). The reactants are N[C@H](C(C)(C)S)C(=O)O (D-penicillamine), C(C1=CC=CC=C1)=O (benzaldehyde). Reaction SMILES: [NH2:1][C@@H:2]([C:7]([OH:9])=[O:8])[C:3]([SH:6])([CH3:5])[CH3:4].[CH:10](=O)[C:11]1[CH:16]=[CH:15][CH:14]=[CH:13][CH:12]=1>O>[CH3:4][C:3]1([CH3:5])[S:6][CH:10]([C:11]2[CH:16]=[CH:15][CH:14]=[CH:13][CH:12]=2)[NH:1][C@H:2]1[C:7]([OH:9])=[O:8]. Run at time 30 minute. Reported procedure: A 250 mL flask was charged with 20 mL of water and 2.0 g (13.4 mmol) of D-penicillamine. To the resulting colorless solution was added 1.4 g (13.3 mmol) of benzaldehyde dropwise over 2 minutes. The resulting suspension was stirred vigorously for 30 minutes and allowed to stand at room temperature overnight. The solids thus obtained were collected by filtration to yield 3.0 g (12.6 mmol) of the title thiazolidine. RXN SMILES: [ClH:1].[K:14][O:15][C:16]#[N:17].[O:2]=[C:3]1[CH2:4][CH2:5][CH:6]([NH2:13])[c:7]2[cH:8][cH:9][cH:10][cH:11][c:12]21.[OH2:18]>>[O:2]=[C:3]1[CH2:4][CH2:5][CH:6]([NH:13][C:16](=[O:15])[NH2:17])[c:7]2[cH:8][cH:9][cH:10][cH:11][c:12]21. Reactants: Cl, N#CO[K], NC1CCC(=O)c2ccccc21, O. Yields the product NC(=O)NC1CCC(=O)c2ccccc21. Reactants: [BH4-], CCO, CCOC(=O)c1cc2c3n(ccc-2n1)CC(C=O)=N3, [Na+]. The product is CCOC(=O)c1cc2c3n(ccc-2n1)CC(CO)=N3. As a reaction SMILES: [BH4-:20].[CH3:22][CH2:23][OH:24].[CH:1](=[O:2])[C:3]1=[N:4][c:5]2[n:6]([cH:7][cH:8][c:9]3[n:13][c:12]([C:14](=[O:15])[O:16][CH2:17][CH3:18])[cH:11][c:10]2-3)[CH2:19]1.[Na+:21]>>[CH2:1]([OH:2])[C:3]1=[N:4][c:5]2[n:6]([cH:7][cH:8][c:9]3[n:13][c:12]([C:14](=[O:15])[O:16][CH2:17][CH3:18])[cH:11][c:10]2-3)[CH2:19]1. The reactants are Brc1cnc2cc(Br)cnc2c1, CCCC[Sn](C=COCC)(CCCC)CCCC, Cc1ccccc1, [Cl-], ClCCl, [F-], [K+], [Li+], Cl[Pd]Cl, c1ccc(P(c2ccccc2)c2ccccc2)cc1, c1ccc(P(c2ccccc2)c2ccccc2)cc1. RXN SMILES: [Br:1][c:2]1[cH:3][n:4][c:5]2[cH:6][c:7]([Br:12])[cH:8][n:9][c:10]2[cH:11]1.[CH2:13]([Sn:14]([CH2:15][CH2:16][CH2:17][CH3:23])([CH:18]=[CH:19][O:20][CH2:21][CH3:22])[CH2:24][CH2:25][CH2:26][CH3:27])[CH2:28][CH2:29][CH3:30].[CH3:35][c:36]1[cH:37][cH:38][cH:39][cH:40][cH:41]1.[Cl-:31].[Cl:42][CH2:43][Cl:44].[F-:33].[K+:34].[Li+:32].[Pd:45]([Cl:46])[Cl:47].[c:48]1([P:49]([c:50]2[cH:51][cH:52][cH:53][cH:54][cH:55]2)[c:56]2[cH:57][cH:58][cH:59][cH:60][cH:61]2)[cH:62][cH:63][cH:64][cH:65][cH:66]1.[c:67]1([P:68]([c:69]2[cH:70][cH:71][cH:72][cH:73][cH:74]2)[c:75]2[cH:76][cH:77][cH:78][cH:79][cH:80]2)[cH:81][cH:82][cH:83][cH:84][cH:85]1>>[c:2]1([CH:18]=[CH:19][O:20][CH2:21][CH3:22])[cH:3][n:4][c:5]2[cH:6][c:7]([Br:12])[cH:8][n:9][c:10]2[cH:11]1. Yields the product CCOC=Cc1cnc2cc(Br)cnc2c1. Starting materials: ON1N=C(C=C1)C=1SC=CC1 (1-hydroxy-3-(2-thienyl)pyrazole), N1(CCOCC1)C(=O)Cl (4-morpholine carbonyl chloride). Yields the product S1C(=CC=C1)C1=NN(C=C1)OC(=O)N1CCOCC1 (Morpholine-4-carboxylic acid 3-thiophen-2-yl-pyrazol-1-yl ester). As a reaction SMILES: [OH:1][N:2]1[CH:6]=[CH:5][C:4]([C:7]2[S:8][CH:9]=[CH:10][CH:11]=2)=[N:3]1.[N:12]1([C:18](Cl)=[O:19])[CH2:17][CH2:16][O:15][CH2:14][CH2:13]1>>[S:8]1[CH:9]=[CH:10][CH:11]=[C:7]1[C:4]1[CH:5]=[CH:6][N:2]([O:1][C:18]([N:12]2[CH2:17][CH2:16][O:15][CH2:14][CH2:13]2)=[O:19])[N:3]=1. Reported procedure: The title compound was prepared from 1-hydroxy-3-(2-thienyl)pyrazole and 4-morpholine carbonyl chloride applying the general procedure 8. The crude product was purified by flash chromatography (Quad flash 12, EtOAc-heptane) (75%, crystals). Reactants: [Ca+2], [Cl-], [Cl-], Cl, N#Cc1c([N+](=O)[O-])ccc(F)c1F. Yields the product N#Cc1c(Cl)ccc(F)c1F. RXN SMILES: [Ca+2:16].[Cl-:14].[Cl-:15].[Cl:17].[F:1][c:2]1[c:3]([C:4]#[N:5])[c:6]([N+:11]([O-:12])=[O:13])[cH:7][cH:8][c:9]1[F:10]>>[F:1][c:2]1[c:3]([C:4]#[N:5])[c:6]([Cl:14])[cH:7][cH:8][c:9]1[F:10]. The reactants are [BH3-]C#N, Cc1ncc(CN2CC(C)C(c3nc4c(cnn4C4CCOCC4)c(=O)[nH]3)C2)cn1, O=Cc1ccccc1C(F)(F)F, [Na+]. The product is CC1CN(Cc2ccccc2C(F)(F)F)CC1c1nc2c(cnn2C2CCOCC2)c(=O)[nH]1. Reaction SMILES: [C:31]([BH3-:32])#[N:33].[CH3:1][CH:2]1[CH:3]([c:15]2[nH:16][c:17](=[O:30])[c:18]3[c:19]([n:20]2)[n:21]([CH:24]2[CH2:25][CH2:26][O:27][CH2:28][CH2:29]2)[n:22][cH:23]3)[CH2:4][N:5]([CH2:7][c:8]2[cH:9][n:10][c:11]([CH3:12])[n:13][cH:14]2)[CH2:6]1.[F:35][C:36]([c:37]1[c:38]([CH:39]=[O:40])[cH:41][cH:42][cH:43][cH:44]1)([F:45])[F:46].[Na+:34]>>[CH3:1][CH:2]1[CH:3]([c:15]2[nH:16][c:17](=[O:30])[c:18]3[c:19]([n:20]2)[n:21]([CH:24]2[CH2:25][CH2:26][O:27][CH2:28][CH2:29]2)[n:22][cH:23]3)[CH2:4][N:5]([CH2:39][c:38]2[c:37]([C:36]([F:35])([F:45])[F:46])[cH:44][cH:43][cH:42][cH:41]2)[CH2:6]1. Reactants: CC(=O)O, COC(=O)c1ccc(OC)cc1O, O, O=[N+]([O-])O. Yields the product COC(=O)c1ccc(OC)c([N+](=O)[O-])c1O. RXN SMILES: [CH3:19][C:20](=[O:21])[OH:22].[CH3:1][O:2][c:3]1[cH:4][c:5]([OH:13])[c:6]([C:7](=[O:8])[O:9][CH3:10])[cH:11][cH:12]1.[OH2:18].[OH:14][N+:15]([O-:16])=[O:17]>>[CH3:1][O:2][c:3]1[c:4]([N+:15](=[O:14])[O-:16])[c:5]([OH:13])[c:6]([C:7](=[O:8])[O:9][CH3:10])[cH:11][cH:12]1. Run at temperature 25 celsius, time 12 hour. Reaction SMILES: [Cl:1][C:2]1[CH:10]=[CH:9][C:5]([C:6](Cl)=[O:7])=[CH:4][C:3]=1[N+:11]([O-:13])=[O:12].[C:14]([OH:18])([CH3:17])([CH3:16])[CH3:15].N1C=CC=CC=1.O>C(Cl)Cl>[C:14]([O:18][C:6](=[O:7])[C:5]1[CH:9]=[CH:10][C:2]([Cl:1])=[C:3]([N+:11]([O-:13])=[O:12])[CH:4]=1)([CH3:17])([CH3:16])[CH3:15]. Solvent: C(Cl)Cl (CH2Cl2). The reactants are ClC1=C(C=C(C(=O)Cl)C=C1)[N+](=O)[O-] (4-chloro-3-nitrobenzoylchloride), C(C)(C)(C)O (tert-butyl alcohol), N1=CC=CC=C1 (pyridine), O (H2O). Procedure details: A solution of 4-chloro-3-nitrobenzoylchloride (8.80 g, 40 mmol) in CH2Cl2 (20 mL) was added to a solution of tert-butyl alcohol (7.6 mL, 80 mmole) and pyridine (6.6 mL, 80 mmole) at 25° C. The mixture was stirred at 25° C. for 12 h then H2O (30 mL) was added. The aqueous solution was extracted with ethyl ether (3×100 mL). The combined organic layers were dried (Na2SO4), filtered, and concentrated in vacuo to give a yellowish solid residue. Purification of the residue by flash column chromatograp... The yield is 78.7%. Yields the product C(C)(C)(C)OC(C1=CC(=C(C=C1)Cl)[N+](=O)[O-])=O (4-Chloro-3-nitrobenzoic acid tert-butyl ester).